Dataset: the Open Reaction Database (ORD), a public repository of structured organic reaction records. Task: describe an organic reaction: reactants, conditions, products, and yield Starting materials: FC1=CC=2C(C3=CC=CC=C3C2C(=C1)C=1C=NN(C1)C(C(=O)O)(CO)C)(C(F)(F)F)O (2-[4-(2-fluoro-9-hydroxy-9-trifluoromethyl-9H-fluoren-4-yl)-pyrazol-1-yl]-3-hydroxy-2-methyl-propionic acid), solution, O (water), C(O)([O-])=O.[Na+] (sodium hydrogen carbonate), C(C)O (ethanol). Run in O1CCCC1 (tetrahydrofuran), O1CCCC1 (tetrahydrofuran). Reaction conditions: time 3 hour. Yields the product FC1=CC=2C(C3=CC=CC=C3C2C(=C1)C=1C=NN(C1)C(CO)(CO)C)(C(F)(F)F)O ((+)-2-[4-(2-fluoro-9-hydroxy-9-trifluoromethyl-9H-fluoren-4-yl)-pyrazol-1-yl]-2-methyl-propane-1,3-diol). The yield is 67.6%. As a reaction SMILES: [F:1][C:2]1[CH:14]=[C:13]([C:15]2[CH:16]=[N:17][N:18]([C:20]([CH3:26])([CH2:24][OH:25])[C:21](O)=[O:22])[CH:19]=2)[C:12]2[C:11]3[C:6](=[CH:7][CH:8]=[CH:9][CH:10]=3)[C:5]([OH:31])([C:27]([F:30])([F:29])[F:28])[C:4]=2[CH:3]=1.C(O)C.O.C(=O)([O-])O.[Na+]>O1CCCC1>[F:1][C:2]1[CH:14]=[C:13]([C:15]2[CH:16]=[N:17][N:18]([C:20]([CH3:26])([CH2:21][OH:22])[CH2:24][OH:25])[CH:19]=2)[C:12]2[C:11]3[C:6](=[CH:7][CH:8]=[CH:9][CH:10]=3)[C:5]([OH:31])([C:27]([F:30])([F:29])[F:28])[C:4]=2[CH:3]=1 |f:3.4|. Procedure: To a solution of an optically active form (26.6 g) of 2-[4-(2-fluoro-9-hydroxy-9-trifluoromethyl-9H-fluoren-4-yl)-pyrazol-1-yl]-3-hydroxy-2-methyl-propionic acid in tetrahydrofuran (40 ml) was added dropwise at room temperature a 1.09M solution (200 ml) of borane-tetrahydrofuran complex in tetrahydrofuran, and the mixture was stirred for 3 hr. To the reaction mixture was added dropwise ethanol (25 ml) at room temperature and the mixture was stirred at 80° C. for 1 hr. To this mixture were added ... Procedure: A solution of Example 11B (0.25g, 0.68 mmol) and trimethylsilyldiazomethane (2.0M in hexanes, 15 mL) in THF at room temperature was stirred for 4 hours, treated with acetic acid (1 mL), and concentrated. The residue was dissolved in methanol, treated with p-toluenesulfonic acid (10 mg), and heated to 55° C. for 16 hours. The mixture was concentrated and purified by flash column chromatography on silica gel with 25% ethyl acetate/hexanes to provide the desired product. MS (APCI(+)) m/e 294 (M+H)+... Yields the product C(C)(C)(C)OC(=O)N[C@@H](C(C(=O)OC)O)CCSC (methyl (3R)-3-((tert-butoxycarbonyl)amino)-2-hydroxy-5-(methylthio)pentanoate). Run at temperature 55 celsius. As a reaction SMILES: [C:1]([O:5][C:6]([NH:8][C@H:9]([CH2:21][CH2:22][S:23][CH3:24])[CH:10]([O:14]C1CCCCO1)[C:11]([OH:13])=[O:12])=[O:7])([CH3:4])([CH3:3])[CH3:2].[CH3:25][Si](C=[N+]=[N-])(C)C.C(O)(=O)C>C1COCC1>[C:1]([O:5][C:6]([NH:8][C@H:9]([CH2:21][CH2:22][S:23][CH3:24])[CH:10]([OH:14])[C:11]([O:13][CH3:25])=[O:12])=[O:7])([CH3:4])([CH3:3])[CH3:2]. The solvent is C1CCOC1 (THF). Starting materials: C(C)(C)(C)OC(=O)N[C@@H](C(C(=O)O)OC1OCCCC1)CCSC ((3R)-3-[(tert-butoxycarbonyl)amino]-5-(methylsulfanyl)-2-(tetrahydro-2H-pyran-2-yloxy)pentanoic acid), C[Si](C)(C)C=[N+]=[N-] (trimethylsilyldiazomethane), C(C)(=O)O (acetic acid). The reactants are O=C(c1ccc(F)cc1)c1cnc2c(C(F)(F)F)cccc2c1-c1ccccc1, [NH4+], [OH-], O. The product is Nc1ccc(C(=O)c2cnc3c(C(F)(F)F)cccc3c2-c2ccccc2)cc1. Reaction SMILES: [F:1][c:2]1[cH:3][cH:4][c:5]([C:8](=[O:9])[c:10]2[cH:11][n:12][c:13]3[c:14]([C:26]([F:27])([F:28])[F:29])[cH:15][cH:16][cH:17][c:18]3[c:19]2-[c:20]2[cH:21][cH:22][cH:23][cH:24][cH:25]2)[cH:6][cH:7]1.[NH4+:30].[OH-:31].[OH2:32]>>[c:2]1([NH2:30])[cH:3][cH:4][c:5]([C:8](=[O:9])[c:10]2[cH:11][n:12][c:13]3[c:14]([C:26]([F:27])([F:28])[F:29])[cH:15][cH:16][cH:17][c:18]3[c:19]2-[c:20]2[cH:21][cH:22][cH:23][cH:24][cH:25]2)[cH:6][cH:7]1. The product is CCCN1C(=O)N(C)C2(CCN(Cc3cc4cnc(C#N)nc4n3CC(C)(C)C)CC2)C1=O. The reactants are CCCN1C(=O)NC2(CCN(Cc3cc4cnc(C#N)nc4n3CC(C)(C)C)CC2)C1=O, CI, [H-], [Na+], CN(C)C=O. As a reaction SMILES: [CH3:1][C:2]([CH2:3][n:4]1[c:5]([CH2:15][N:16]2[CH2:17][CH2:18][C:19]3([C:20](=[O:28])[N:21]([CH2:25][CH2:26][CH3:27])[C:22](=[O:24])[NH:23]3)[CH2:29][CH2:30]2)[cH:6][c:7]2[c:8]1[n:9][c:10]([C:13]#[N:14])[n:11][cH:12]2)([CH3:31])[CH3:32].[CH3:35][I:36].[H-:34].[Na+:33].[O:37]=[CH:38][N:39]([CH3:40])[CH3:41]>>[CH3:1][C:2]([CH2:3][n:4]1[c:5]([CH2:15][N:16]2[CH2:17][CH2:18][C:19]3([C:20](=[O:28])[N:21]([CH2:25][CH2:26][CH3:27])[C:22](=[O:24])[N:23]3[CH3:35])[CH2:29][CH2:30]2)[cH:6][c:7]2[c:8]1[n:9][c:10]([C:13]#[N:14])[n:11][cH:12]2)([CH3:31])[CH3:32]. Reaction conditions: temperature 90 celsius, time 4 hour. The solvent is C1(=CC=CC=C1)C (toluene). The yield is 96.8%. Reactants: C([O-])([O-])=O.[Na+].[Na+] (sodium carbonate), ClC1=NC2=CC(=C(C=C2C=C1C(=O)OCC)F)F (2-chloro-3-ethoxycarbonyl-6,7-difluoroquinoline), CNCCC(=O)OCC (N-methyl-N-(β-ethoxycarbonylethyl)amine). As a reaction SMILES: C(=O)([O-])[O-].[Na+].[Na+].Cl[C:8]1[C:17]([C:18]([O:20][CH2:21][CH3:22])=[O:19])=[CH:16][C:15]2[C:10](=[CH:11][C:12]([F:24])=[C:13]([F:23])[CH:14]=2)[N:9]=1.[CH3:25][NH:26][CH2:27][CH2:28][C:29]([O:31][CH2:32][CH3:33])=[O:30]>C1(C)C=CC=CC=1>[CH2:21]([O:20][C:18]([C:17]1[C:8]([N:26]([CH3:25])[CH2:27][CH2:28][C:29]([O:31][CH2:32][CH3:33])=[O:30])=[N:9][C:10]2[C:15]([CH:16]=1)=[CH:14][C:13]([F:23])=[C:12]([F:24])[CH:11]=2)=[O:19])[CH3:22] |f:0.1.2|. Product: C(C)OC(=O)C=1C(=NC2=CC(=C(C=C2C1)F)F)N(CCC(=O)OCC)C (3-ethoxycarbonyl-6,7-difluoro-2-[N-methyl-N-(β-ethoxycarbonylethyl)amino]quinoline). Procedure details: 56.2 g of sodium carbonate are added to a solution of 72 g of 2-chloro-3-ethoxycarbonyl-6,7-difluoroquinoline and 45.1 g of N-methyl-N-(β-ethoxycarbonylethyl)amine in 750 cm3 of toluene. The suspension obtained is heated to approximately 90° C. and then stirred for 4 hours at this temperature. The reaction mixture is then cooled to approximately 20° C. and thereafter washed with 3 times 400 cm3 of water. The organic phase is concentrated to dryness under reduced pressure (20 kPa) at approximatel... The reactants are C(C(=O)O)(=O)O (oxalic acid), C1(=CC=CC=C1)COCC(=O)N1CC(CCC1)C1=CC=CC=C1 (1-[(phenylmethoxy)acetyl]-3-phenylpiperidine), [H-].[Al+3].[Li+].[H-].[H-].[H-] (lithium aluminum hydride), O (water). Run in CC(=O)C (acetone), O1CCCC1 (tetrahydrofuran), O1CCCC1 (tetrahydrofuran), CCOCC (ether). Conditions: time 8 hour. Yields the product C(C(=O)O)(=O)O.C1(=CC=CC=C1)C(OCCN1CC(CCC1)C1=CC=CC=C1)C1=CC=CC=C1 (1-[2-(diphenylmethoxy)ethyl]-3-phenylpiperidine oxalate). RXN SMILES: [C:1]1([CH2:7][O:8][CH2:9][C:10]([N:12]2[CH2:17][CH2:16][CH2:15][CH:14]([C:18]3[CH:23]=[CH:22][CH:21]=[CH:20][CH:19]=3)[CH2:13]2)=O)[CH:6]=[CH:5][CH:4]=[CH:3][CH:2]=1.[H-].[Al+3].[Li+].[H-].[H-].[H-].O.[C:31]([OH:36])(=[O:35])[C:32]([OH:34])=[O:33]>O1CCCC1.CCOCC.CC(C)=O>[C:31]([OH:36])(=[O:35])[C:32]([OH:34])=[O:33].[C:1]1([CH:7]([C:32]2[CH:31]=[CH:3][CH:2]=[CH:1][CH:6]=2)[O:8][CH2:9][CH2:10][N:12]2[CH2:17][CH2:16][CH2:15][CH:14]([C:18]3[CH:23]=[CH:22][CH:21]=[CH:20][CH:19]=3)[CH2:13]2)[CH:6]=[CH:5][CH:4]=[CH:3][CH:2]=1 |f:1.2.3.4.5.6,12.13|. Procedure: A solution of 3 g (7.78 mmole) of 1-[(phenylmethoxy)acetyl]-3-phenylpiperidine in 30 cm3 of tetrahydrofuran was added dropwise to a solution of 0.5 g (12.4 mmole) of lithium aluminum hydride in 50 cm3 of tetrahydrofuran. The mixture was heated to reflux for 4 hours, left overnight, and then hydrolyzed by the addition of 2.5 cm3 of water. It was diluted with 100 cm3 of ether. The alkaline sediments are separated and washed with ether. The ethereal phases were collected, dried on sodium sulfate an... Reactants: NC1=NC(=C2C(=N1)N(N=C2I)[C@H]2C[C@H](O)[C@H](O2)CO)OC(C)C (6-amino-1-[2-deoxy-β-D-erythro-pentofuranosyl]-3-iodo-4-isopropoxy-1H-pyrazolo[3,4-d]pyrimidine), N (NH3). Run at temperature 70 celsius. Procedure details: A soln. of compd. 6-amino-1-[2-deoxy-β-D-erythro-pentofuranosyl]-3-iodo-4-isopropoxy-1H-pyrazolo[3,4-d]pyrimidine 12 (F. Seela, G. Becher, Synthesis 1998, 2, 207.) (1 g, 2.3 mmol) in a aq. 25% NH3 soln. (80 ml) was heated at 70° C. for 4 d. The solvent was evaporated to dryness, the residue dissolved in hot water and crystallized. Colorless needles (640 mg, 71%). M.p. 154°. TLC (A): Rf0.2. UV (MeOH): 223 (31800), 260 (8700), 278 (9100). 1H-NMR ((D6)DMSO): 2.12 (m, Hα—C(2′)); 2.67 (m, Hβ—C(2′)); ... Reaction SMILES: [NH2:1][C:2]1[N:7]=[C:6]2[N:8]([C@@H:12]3[O:17][C@H:16]([CH2:18][OH:19])[C@@H:14]([OH:15])[CH2:13]3)[N:9]=[C:10]([I:11])[C:5]2=[C:4](OC(C)C)[N:3]=1.[NH3:24]>>[C@@H:12]1([N:8]2[C:6]3=[N:7][C:2]([NH2:1])=[N:3][C:4]([NH2:24])=[C:5]3[C:10]([I:11])=[N:9]2)[O:17][C@H:16]([CH2:18][OH:19])[C@@H:14]([OH:15])[CH2:13]1. Product: [C@@H]1(C[C@H](O)[C@H](O1)CO)N1N=C(C=2C1=NC(=NC2N)N)I (1-(2-Deoxy-β-D-erythro-pentofuranosyl)-3-iodo-1H-pyrazolo[3,4-d]-pyrimidin-4,6-diamine).